This data is from the Open Reaction Database (ORD), a public repository of structured organic reaction records. The task is: describe an organic reaction: reactants, conditions, products, and yield Starting materials: BrC=1C(=C(CO[Si](C)(C)C(C)(C)C)C=CC1)F ([(3-bromo-2-fluorobenzyl)oxy](tert-butyl)dimethylsilane), C(C1=CC=CC=C1)OCC1CNC1 (3-[(benzyloxy)methyl]azetidine), C=1C=CC(=CC1)P(C=2C=CC=CC2)C3=CC=C4C=CC=CC4=C3C5=C6C=CC=CC6=CC=C5P(C=7C=CC=CC7)C=8C=CC=CC8 (BINAP), CC(C)([O-])C.[Na+] (sodium tert-butoxide). The reagents and catalysts are [C].[Pd] (palladium carbon), [Pd].C1(=CC=CC=C1)\C=C\C(\C=C\C1=CC=CC=C1)=O ((1E,4E)-1,5-diphenylpenta-1,4-dien-3-one palladium). Solvent: CCO (EtOH), CCOC(=O)C (EtOAc), C1(=CC=CC=C1)C (toluene). Run at temperature 90 celsius, time 3 hour. The product is [Si](C)(C)(C(C)(C)C)OCC=1C(=C(C=CC1)N1CC(C1)CO)F ({1-[3-({[tert-butyl(dimethyl)silyl]oxy}methyl)-2-fluorophenyl]azetidin-3-yl}methanol). Isolated yield 19.3%. RXN SMILES: Br[C:2]1[C:3]([F:17])=[C:4]([CH:14]=[CH:15][CH:16]=1)[CH2:5][O:6][Si:7]([C:10]([CH3:13])([CH3:12])[CH3:11])([CH3:9])[CH3:8].C([O:25][CH2:26][CH:27]1[CH2:30][NH:29][CH2:28]1)C1C=CC=CC=1.C1C=CC(P(C2C(C3C(P(C4C=CC=CC=4)C4C=CC=CC=4)=CC=C4C=3C=CC=C4)=C3C(C=CC=C3)=CC=2)C2C=CC=CC=2)=CC=1.CC(C)([O-])C.[Na+]>[Pd].C1(/C=C/C(=O)/C=C/C2C=CC=CC=2)C=CC=CC=1.[C].[Pd].CCO.CCOC(C)=O.C1(C)C=CC=CC=1>[Si:7]([O:6][CH2:5][C:4]1[C:3]([F:17])=[C:2]([N:29]2[CH2:30][CH:27]([CH2:26][OH:25])[CH2:28]2)[CH:16]=[CH:15][CH:14]=1)([C:10]([CH3:13])([CH3:12])[CH3:11])([CH3:9])[CH3:8] |f:3.4,5.6,7.8|. Procedure: Under argon atmosphere, [(3-bromo-2-fluorobenzyl)oxy](tert-butyl)dimethylsilane (5.5 g), 3-[(benzyloxy)methyl]azetidine (2.5 g), and toluene (50 ml) were mixed, and (1E,4E)-1,5-diphenylpenta-1,4-dien-3-one palladium (3:2) (900 mg), BINAP (1.8 g), and sodium tert-butoxide (2.5 g) were added thereto, followed by stirring at 90° C. for 3 hours. The reaction mixture was cooled to room temperature, and EtOAc were added thereto, followed by filtering using Celite as a filtration adjuvant. The filtrate... The reactants are BrC=1C=CC(=NC1C=N[S@@](=O)C(C)(C)C)NC(C)=O ((S)—N-(5-bromo-6-(((tert-butylsulfinyl)imino)methyl)pyridin-2-yl)acetamide), BrC=1C(=NC(=NC1)SC)C=O (5-bromo-2-(methylthio)pyrimidine-4-carbaldehyde). Product: BrC=1C(=NC(=NC1)SC)C=N[S@@](=O)C(C)(C)C ((S)—N-((5-bromo-2-(methylthio)pyrimidin-4-yl)methylene)-2-methylpropane-2-sulfinamide). As a reaction SMILES: [Br:1][C:2]1C=C[C:5]([NH:16][C:17](=O)C)=[N:6][C:7]=1[CH:8]=[N:9][S@:10]([C:12]([CH3:15])([CH3:14])[CH3:13])=[O:11].BrC1C(C=O)=N[C:24]([S:27]C)=NC=1>>[Br:1][C:2]1[C:7]([CH:8]=[N:9][S@:10]([C:12]([CH3:13])([CH3:14])[CH3:15])=[O:11])=[N:6][C:5]([S:27][CH3:24])=[N:16][CH:17]=1. Procedure: The title compound (11C) was prepared according to the method presented for the synthesis of compound 1D of Example 1 utilizing 11B. MS (m/z) 337.7 [M+H]+. Reactants: ClC1=NC2=CC=CC=C2N=C1OC(C(F)(F)F)C=1C=NC=CC1 (2-chloro-3-[2,2,2-trifluoro-1-(pyridin-3-yl)ethoxy]-quinoxaline), C([O-])([O-])=O.[K+].[K+] (potassium carbonate), CS(=O)C (dimethyl sulfoxide), FC(S(=O)(=O)N)(F)F (trifluoromethanesulfonamide). Run in C(C)(=O)O (acetic acid). Yields the product FC(S(=O)(=O)NC1=NC2=CC=CC=C2N=C1OC(C(F)(F)F)C=1C=NC=CC1)(F)F (1,1,1-trifluoro-N-{3-[2,2,2-trifluoro-1-(pyridin-3-yl)-ethoxy]quinoxalin-2-yl}methanesulfonamide). Isolated yield 13.7%. Reaction SMILES: Cl[C:2]1[C:11]([O:12][CH:13]([C:18]2[CH:19]=[N:20][CH:21]=[CH:22][CH:23]=2)[C:14]([F:17])([F:16])[F:15])=[N:10][C:9]2[C:4](=[CH:5][CH:6]=[CH:7][CH:8]=2)[N:3]=1.CS(C)=O.[F:28][C:29]([F:35])([F:34])[S:30]([NH2:33])(=[O:32])=[O:31].C(=O)([O-])[O-].[K+].[K+]>C(O)(=O)C>[F:28][C:29]([F:35])([F:34])[S:30]([NH:33][C:2]1[C:11]([O:12][CH:13]([C:18]2[CH:19]=[N:20][CH:21]=[CH:22][CH:23]=2)[C:14]([F:17])([F:16])[F:15])=[N:10][C:9]2[C:4](=[CH:5][CH:6]=[CH:7][CH:8]=2)[N:3]=1)(=[O:32])=[O:31] |f:3.4.5|. Reported procedure: According to Example 132, by use of 2-chloro-3-[2,2,2-trifluoro-1-(pyridin-3-yl)ethoxy]-quinoxaline (Compound BJ) (70 mg, 0.21 mmol), dimethyl sulfoxide (2 mL), trifluoromethanesulfonamide (31 mg, 0.21 mmol) and potassium carbonate (28 mg, 0.21 mmol), the mixture was stirred and reacted at 150° C. for 1.5 hours. The reaction mixture was allowed to cool down to room temperature, a 1% aqueous acetic acid solution was added thereto, and extraction with ethyl acetate was performed. The organic layer... The reactants are C(OCC)([O-])[O-] (ethyl orthoformate), ClC1=CC=C(N)C=C1 (p-chloroaniline), C(C)S(=O)(=O)CS(=O)(=O)CC (bis(ethylsulfonyl)methane), Sulfones, Alkanes, Alkenes, Lactones, C(C)S(=O)(=O)CS(=O)(=O)CC (Bis-(ethylsulfonyl)-methane). Run in C(C)O (ethanol). The product is C(C)S(=O)(=O)C(=CNC1=CC=C(C=C1)Cl)S(=O)(=O)CC (2,2-bis(ethylsulfonyl)vinyl-4-chloroaniline). The yield is 43.2%. RXN SMILES: [CH2:1]([S:3]([CH2:6][S:7]([CH2:10][CH3:11])(=[O:9])=[O:8])(=[O:5])=[O:4])[CH3:2].[CH:12]([O-])([O-])OCC.[Cl:18][C:19]1[CH:25]=[CH:24][C:22]([NH2:23])=[CH:21][CH:20]=1>C(O)C>[CH2:10]([S:7]([C:6]([S:3]([CH2:1][CH3:2])(=[O:5])=[O:4])=[CH:12][NH:23][C:22]1[CH:24]=[CH:25][C:19]([Cl:18])=[CH:20][CH:21]=1)(=[O:9])=[O:8])[CH3:11]. Reported procedure: Ten grams (0.05 mole) of bis(ethylsulfonyl)methane, prepared by the procedure described in Cronyl "Sulfones. I. Methods for the Preparation of Certain Alkanes, Alkenes, Acids and Lactones with Bis-(ethylsulfonyl)-methane" in J. Am. Chem. Soc., vol. 74, page 1225 (see p. 1228), published 1952, was mixed with 7.4 grams (0.05 mole) of ethyl orthoformate and 6.4 grams (0.05 mole) of p-chloroaniline and the mixture was heated at 95°-145°C. (pot) during which time about 7 milliliters of ethanol distil... Reactants: CS(=O)(=O)C1=NC=C(C=N1)C#CC1=CC=CC=C1 (2-methanesulfonyl-5-phenylethynyl-pyrimidine), Cl.N[C@@H]1CC[C@H](CC1)O (trans-4-aminocyclohexanol hydrochloride). Yields the product C1(=CC=CC=C1)C#CC=1C=NC(=NC1)N[C@@H]1CC[C@H](CC1)O (trans-4-(5-Phenylethynyl-pyrimidin-2-ylamino)-cyclohexanol). As a reaction SMILES: CS([C:5]1[N:10]=[CH:9][C:8]([C:11]#[C:12][C:13]2[CH:18]=[CH:17][CH:16]=[CH:15][CH:14]=2)=[CH:7][N:6]=1)(=O)=O.Cl.[NH2:20][C@H:21]1[CH2:26][CH2:25][C@H:24]([OH:27])[CH2:23][CH2:22]1>>[C:13]1([C:12]#[C:11][C:8]2[CH:7]=[N:6][C:5]([NH:20][C@H:21]3[CH2:26][CH2:25][C@H:24]([OH:27])[CH2:23][CH2:22]3)=[N:10][CH:9]=2)[CH:18]=[CH:17][CH:16]=[CH:15][CH:14]=1 |f:1.2|. Reported procedure: The title compound, MS: m/e=294.3 (M+H+), can be prepared in accordance with the general method of example 1, step 3 from 2-methanesulfonyl-5-phenylethynyl-pyrimidine (example 1, step 2) and trans-4-aminocyclohexanol hydrochloride.